From a dataset of the Open Reaction Database (ORD), a public repository of structured organic reaction records. describe an organic reaction: reactants, conditions, products, and yield The reactants are CNC1=C(C#N)C(=CC=C1)[N+](=O)[O-] (2-methylamino-6-nitrobenzonitrile). The reagents and catalysts are [Fe] (iron). Yields the product NC1=C(C#N)C(=CC=C1)NC (2-Amino-6-methylaminobenzonitrile). Reaction SMILES: [CH3:1][NH:2][C:3]1[CH:10]=[CH:9][CH:8]=[C:7]([N+:11]([O-])=O)[C:4]=1[C:5]#[N:6]>[Fe]>[NH2:11][C:7]1[CH:8]=[CH:9][CH:10]=[C:3]([NH:2][CH3:1])[C:4]=1[C:5]#[N:6]. Procedure details: 2-Amino-6-methylaminobenzonitrile is prepared by iron reduction of 2-methylamino-6-nitrobenzonitrile as in Example 1. Reactants: CN(C=CC(=O)C1=CN=C(N1)C)C (5-(3-Dimethylaminoprop-2-enoyl)-2-methylimidazole), CN(C)C(OC)OC (DMFDMA). Reaction conditions: temperature 100 celsius. Yields the product CN(C=CC(=O)C1=CN=C(N1C)C)C (5-(3-Dimethylaminoprop-2-enoyl)-1,2-dimethylimidazole). Isolated yield 29.0%. Reaction SMILES: [CH3:1][N:2]([CH3:13])[CH:3]=[CH:4][C:5]([C:7]1[NH:11][C:10]([CH3:12])=[N:9][CH:8]=1)=[O:6].[CH3:14]N(C(OC)OC)C>>[CH3:13][N:2]([CH3:1])[CH:3]=[CH:4][C:5]([C:7]1[N:11]([CH3:14])[C:10]([CH3:12])=[N:9][CH:8]=1)=[O:6]. Reported procedure: 5-(3-Dimethylaminoprop-2-enoyl)-2-methylimidazole (350 mg, 1.95 mmol) was suspended in DMFDMA (14 ml) and the mixture stirred and heated at 100° C. for 56 hours. The excess DMFDMA was removed by evaporation and the residue purified by chromatography eluting with DCM/MeOH (94:6) to give the title compound 111 mg, (29%) as a solid. NMR (CDCl3): 2.40 (s, 3H), 3.00 (s, 6H), 3.88 (s, 3H), 5.50 (d, 1H), 7.47 (s, 1H), 7.65 (d, 1H); m/z 194. Reactants: C(=O)(Cl)Cl (phosgene), FC=1C=CC=C2C=C(N(C12)C)CCNCC=1N=CN(C1C)S(=O)(=O)N(C)C (4-[[[2-(7-fluoro-1-methyl-1H-indol-2-yl)ethyl]amino]methyl]-N,N,5-trimethyl-1H-imidazole-1-sulphonamide). Solvent: ClCCl (dichloromethane), ClCCl (dichloromethane), ClCCl.CO (dichloromethane methanol). Reaction conditions: time 1 hour. The product is FC1=CC=CC=2C3=C(N(C12)C)CCN(C3=O)CC=3N=CN(C3C)S(=O)(=O)N(C)C (4-[(6-Fluoro-2,3,4,5-tetrahydro-5-methyl-1-oxo-1H-pyrido[4,3-b]indol-2-yl) methyl]-N,N,5-trimethyl-1H-imidazole-1-sulphonamide). As a reaction SMILES: [C:1](Cl)(Cl)=[O:2].[F:5][C:6]1[CH:7]=[CH:8][CH:9]=[C:10]2[C:14]=1[N:13]([CH3:15])[C:12]([CH2:16][CH2:17][NH:18][CH2:19][C:20]1[N:21]=[CH:22][N:23]([S:26]([N:29]([CH3:31])[CH3:30])(=[O:28])=[O:27])[C:24]=1[CH3:25])=[CH:11]2>ClCCl.ClCCl.CO>[F:5][C:6]1[C:14]2[N:13]([CH3:15])[C:12]3[CH2:16][CH2:17][N:18]([CH2:19][C:20]4[N:21]=[CH:22][N:23]([S:26]([N:29]([CH3:31])[CH3:30])(=[O:27])=[O:28])[C:24]=4[CH3:25])[C:1](=[O:2])[C:11]=3[C:10]=2[CH:9]=[CH:8][CH:7]=1 |f:3.4|. Reported procedure: To a stirred solution of phosgene (12.5% v/v in toluene; 4 ml) in dichloromethane (4 ml) was added a solution of 4-[[[2-(7-fluoro-1-methyl-1H-indol-2-yl)ethyl]amino]methyl]-N,N,5-trimethyl-1H-imidazole-1-sulphonamide (100 mg) in dichloromethane (4 ml), and the resulting mixture was stirred for 1 h. The solvent was removed in vacuo, and the residue was dissolved in dichloromethane (5 ml). Aluminium chloride (68 mg) was added, and the mixture was heated at reflux for 3 h. The cooled mixture was th... Reactants: ClCCCI (1-chloro-3-iodopropane), C(#N)C1CCN(CC1)C(=O)OCC (ethyl 4-cyano-1-piperidinecarboxylate), C(C)(C)[N-]C(C)C.[Li+] (lithium diisopropylamide). Run in O1CCCC1 (tetrahydrofuran), O1CCCC1 (tetrahydrofuran), O1CCCC1 (tetrahydrofuran). Reaction conditions: temperature -10 celsius. The product is ClCCCC1(CCN(CC1)C(=O)OCC)C#N (Ethyl 4-(3-chloropropyl)-4-cyano-1-piperidinecarboxylate). Isolated yield 64.6%. RXN SMILES: [C:1]([CH:3]1[CH2:8][CH2:7][N:6]([C:9]([O:11][CH2:12][CH3:13])=[O:10])[CH2:5][CH2:4]1)#[N:2].C([N-]C(C)C)(C)C.[Li+].[Cl:22][CH2:23][CH2:24][CH2:25]I>O1CCCC1>[Cl:22][CH2:23][CH2:24][CH2:25][C:3]1([C:1]#[N:2])[CH2:8][CH2:7][N:6]([C:9]([O:11][CH2:12][CH3:13])=[O:10])[CH2:5][CH2:4]1 |f:1.2|. Procedure details: To a solution of ethyl 4-cyano-1-piperidinecarboxylate (6.0 g) in tetrahydrofuran (120 ml) at -70° C., under nitrogen, was added a solution of lithium diisopropylamide (4.6 g) in tetrahydrofuran (21.5 ml), dropwise, with stirring. The reaction was allowed to warm to -10° C. and after 30 min was recooled to -70° C. A solution of 1-chloro-3-iodopropane (7.4 g) in tetrahydrofuran (20 ml) was added to the mixture over 30 min. The reaction mixture was quenched with water and allowed to warm to ambien... The reactants are C(C)(C)(C)OC(=O)NC(NC1=CC=C(C(=O)OC2=CC(=C(C=C2)CC(=O)N[C@@H](CC2=CN(C=N2)C(C2=CC=CC=C2)(C2=CC=CC=C2)C2=CC=CC=C2)C(=O)OC(C)(C)C)Cl)C=C1)=NC(=O)OC(C)(C)C (tert-butyl N-{[4-({4-[N′,N″-bis(tert-butoxycarbonyl)carbamimidamido]benzoyl}oxy)-2-chlorophenyl]acetyl}-1-trityl-L-histidinate), FC(C(=O)O)(F)F (trifluoroacetic acid). Solvent: ClCCl (dichloromethane). Run at time 8 hour. The product is N(C(=N)N)C1=CC=C(C(=O)OC2=CC(=C(C=C2)CC(=O)N[C@@H](CC2=CNC=N2)C(=O)O)Cl)C=C1 (N-({4-[(4-carbamimidamidobenzoyl)oxy]-2-chlorophenyl}acetyl)-L-histidine). Yield: 41.4%. Reaction SMILES: C(OC([NH:8][C:9](=[N:64]C(OC(C)(C)C)=O)[NH:10][C:11]1[CH:63]=[CH:62][C:14]([C:15]([O:17][C:18]2[CH:23]=[CH:22][C:21]([CH2:24][C:25]([NH:27][C@H:28]([C:54]([O:56]C(C)(C)C)=[O:55])[CH2:29][C:30]3[N:34]=[CH:33][N:32](C(C4C=CC=CC=4)(C4C=CC=CC=4)C4C=CC=CC=4)[CH:31]=3)=[O:26])=[C:20]([Cl:61])[CH:19]=2)=[O:16])=[CH:13][CH:12]=1)=O)(C)(C)C.FC(F)(F)C(O)=O>ClCCl>[NH:10]([C:11]1[CH:63]=[CH:62][C:14]([C:15]([O:17][C:18]2[CH:23]=[CH:22][C:21]([CH2:24][C:25]([NH:27][C@H:28]([C:54]([OH:56])=[O:55])[CH2:29][C:30]3[N:34]=[CH:33][NH:32][CH:31]=3)=[O:26])=[C:20]([Cl:61])[CH:19]=2)=[O:16])=[CH:13][CH:12]=1)[C:9]([NH2:64])=[NH:8]. Procedure: To a solution of tert-butyl N-{[4-({4-[N′,N″-bis(tert-butoxycarbonyl)carbamimidamido]benzoyl}oxy)-2-chlorophenyl]acetyl}-1-trityl-L-histidinate (265 mg) in dichloromethane (2.70 mL) was added trifluoroacetic acid (0.619 mL) under ice-cooling, followed by stirring at room temperature overnight. The reaction mixture was concentrated under reduced pressure and washed with water, and the filtrate was concentrated under reduced pressure. The residue was purified by ODS silica gel column chromatograph...